Dataset: the Open Reaction Database (ORD), a public repository of structured organic reaction records. Task: describe an organic reaction: reactants, conditions, products, and yield The reactants are BrC1=CC=C(C=C1)C=1C(OC2=CC=C(C=C2C1C)OC1OCCCC1)C1=CC=C(OC[C@H](C)N2C[C@@H](CC2)C)C=C1 ((3R)-1-((2S)-1-(4-(3-(4-bromophenyl)-4-methyl-6-((tetrahydro-2H-pyran-2-yl)oxy)-2H-chromen-2-yl)phenoxy)propan-2-yl)-3-methylpyrrolidine), CS(=O)[O-].[Na+] (sodium methanesulfinate), N1C(C(=O)O)CCC1 (DL-proline), [OH-].[Na+] (sodium hydroxide). Reagents/catalysts: [Cu](I)I (copper iodide). Run in CS(=O)C (DMSO), C(C)(=O)OCC (ethyl acetate). Reaction conditions: temperature 95 celsius, time 8 hour. Yields the product CC1=C(C(OC2=CC=C(C=C12)O)C1=CC=C(C=C1)OC[C@H](C)N1C[C@@H](CC1)C)C1=CC=C(C=C1)S(=O)(=O)C (4-methyl-2-(4-((S)-2-((R)-3-methylpyrrolidin-1-yl)propoxy)phenyl)-3-(4-(methylsulfonyl)phenyl)-2H-chromen-6-ol). As a reaction SMILES: BrC1[CH:7]=[CH:6][C:5]([C:8]2[CH:9]([C:26]3[CH:41]=[CH:40][C:29]([O:30][CH2:31][C@@H:32]([N:34]4[CH2:38][CH2:37][C@@H:36]([CH3:39])[CH2:35]4)[CH3:33])=[CH:28][CH:27]=3)[O:10][C:11]3[C:16]([C:17]=2[CH3:18])=[CH:15][C:14]([O:19]C2CCCCO2)=[CH:13][CH:12]=3)=[CH:4][CH:3]=1.[CH3:42][S:43]([O-:45])=[O:44].[Na+].N1CCC[CH:48]1C(O)=O.[OH-].[Na+]>CS(C)=O.C(OCC)(=O)C.[Cu](I)I>[CH3:18][C:17]1[C:16]2[C:11](=[CH:12][CH:13]=[C:14]([OH:19])[CH:15]=2)[O:10][CH:9]([C:26]2[CH:41]=[CH:40][C:29]([O:30][CH2:31][C@@H:32]([N:34]3[CH2:38][CH2:37][C@@H:36]([CH3:39])[CH2:35]3)[CH3:33])=[CH:28][CH:27]=2)[C:8]=1[C:5]1[CH:6]=[CH:7][C:42]([S:43]([CH3:48])(=[O:45])=[O:44])=[CH:3][CH:4]=1 |f:1.2,4.5|. Procedure: A mixture of (3R)-1-((2S)-1-(4-(3-(4-bromophenyl)-4-methyl-6-((tetrahydro-2H-pyran-2-yl)oxy)-2H-chromen-2-yl)phenoxy)propan-2-yl)-3-methylpyrrolidine (32 mg, 0.052 mmol; intermediate from the synthesis of Example 54), sodium methanesulfinate (12 mg, 0.118 mmol), copper iodide (11 mg, 0.058 mmol), DL-proline (12 mg, 0.104 mmol), and sodium hydroxide (5 mg, 0.125 mmol) in DMSO (0.5 mL) was heated at 95° C. overnight. The reaction mixture was diluted with ethyl acetate (20 mL), washed (50 mL sat'd ... The reactants are C(C1=CC=CC=C1)OC1=C(C=CC(=C1F)OCC1=CC=CC=C1)NC(C1=CC(=C(C=C1)OCC1CC1)F)=O (N-(2,4-bis(benzyloxy)-3-fluorophenyl)-4-(cyclopropylmethoxy)-3-fluorobenzamide). Reagents/catalysts: [C].[Pd] (palladium-carbon). Solvent: C1CCOC1 (THF). Conditions: time 20 minute. Yields the product C1(CC1)COC1=C(C=C(C=C1)C=1OC2=C(N1)C=CC(=C2F)O)F (2-(4-(cyclopropylmethoxy)-3-fluorophenyl)-7-fluoro-1,3-benzoxazol-6-ol). Isolated yield 52.3%. As a reaction SMILES: C(O[C:9]1[C:14]([F:15])=[C:13]([O:16]CC2C=CC=CC=2)[CH:12]=[CH:11][C:10]=1[NH:24][C:25](=[O:38])[C:26]1[CH:31]=[CH:30][C:29]([O:32][CH2:33][CH:34]2[CH2:36][CH2:35]2)=[C:28]([F:37])[CH:27]=1)C1C=CC=CC=1>[C].[Pd].C1COCC1>[CH:34]1([CH2:33][O:32][C:29]2[CH:30]=[CH:31][C:26]([C:25]3[O:38][C:9]4[C:14]([F:15])=[C:13]([OH:16])[CH:12]=[CH:11][C:10]=4[N:24]=3)=[CH:27][C:28]=2[F:37])[CH2:36][CH2:35]1 |f:1.2|. Procedure details: A mixture of N-(2,4-bis(benzyloxy)-3-fluorophenyl)-4-(cyclopropylmethoxy)-3-fluorobenzamide (12.3 g), 10% palladium-carbon (containing water (50%), 12.0 g) and THF (80 mL) was stirred at room temperature for 20 min under a hydrogen atmosphere. The catalyst was removed by filtration, and the obtained filtrate was concentrated under reduced pressure, and the solid was washed with diethyl ether. To a solution of the obtained solid, hexachloroethane (14.6 g) and triphenylphosphine (16.2 g) in aceton... Reactants: C1(=CC=CC=C1)N1C2CNC(C1)C2 (2-Phenyl-2,5-diazabicyclo[2.2.1]heptane), [NH2-].[Na+] (sodium amide), BrCCCCl (1-bromo-3-chloropropane). The solvent is C1(=CC=CC=C1)C (toluene), C1(=CC=CC=C1)C (toluene). Yields the product ClCCCN1C2CN(C(C1)C2)C2=CC=CC=C2 (5(3-Chloropropyl)-2-phenyl-2,5-diazabicyclo[2.2.1]heptane). RXN SMILES: [C:1]1([N:7]2[CH2:12][CH:11]3[CH2:13][CH:8]2[CH2:9][NH:10]3)[CH:6]=[CH:5][CH:4]=[CH:3][CH:2]=1.[NH2-].[Na+].Br[CH2:17][CH2:18][CH2:19][Cl:20]>C1(C)C=CC=CC=1>[Cl:20][CH2:19][CH2:18][CH2:17][N:10]1[CH2:9][CH:8]2[CH2:13][CH:11]1[CH2:12][N:7]2[C:1]1[CH:6]=[CH:5][CH:4]=[CH:3][CH:2]=1 |f:1.2|. Procedure: 129 (1.0 g, 5.7 mmoles), 0.23 g (5.7 mmoles) of sodium amide and 20 mL of toluene are refluxed for 1 hour. After that, 0.93 g (5.7 mmoles) of 1-bromo-3-chloropropane in 10 mL of toluene are added dropwise over a period of 20 minutes and refluxed for 2 hours. After cooling, the reaction mixture is extracted with 2N HCl (2×50 mL) and the aqueous phase made alkaline with 30% sodium hydroxide and extracted with toluene (3×40 mL). Evaporation and bulb tube evaporation (boiling point at 0.05 mbar: 120... Starting materials: C1CCOC1, CCOC(=O)C(Cc1ccccc1I)N(C)C(=O)C(Cc1ccccc1)NC, [NH4+], [OH-]. The product is CN1C(=O)C(Cc2ccccc2I)N(C)C(=O)C1Cc1ccccc1. As a reaction SMILES: [CH2:31]1[O:32][CH2:33][CH2:34][CH2:35]1.[I:1][c:2]1[c:3]([CH2:8][CH:9]([C:10]([O:12][CH2:11][CH3:13])=[O:14])[N:15]([C:16]([CH:17]([CH2:18][c:19]2[cH:20][cH:21][cH:22][cH:23][cH:24]2)[NH:25][CH3:26])=[O:27])[CH3:28])[cH:4][cH:5][cH:6][cH:7]1.[NH4+:30].[OH-:29]>>[I:1][c:2]1[c:3]([CH2:8][CH:9]2[C:10](=[O:12])[N:25]([CH3:26])[CH:17]([CH2:18][c:19]3[cH:20][cH:21][cH:22][cH:23][cH:24]3)[C:16](=[O:27])[N:15]2[CH3:28])[cH:4][cH:5][cH:6][cH:7]1. Reactants: CCOCC, NCC=C(Cl)Cl, O=C=Nc1ccc(Cl)c(Cl)c1. Product: O=C(NCC=C(Cl)Cl)Nc1ccc(Cl)c(Cl)c1. Reaction SMILES: [CH2:18]([O:19][CH2:20][CH3:21])[CH3:22].[Cl:12][C:13](=[CH:14][CH2:15][NH2:16])[Cl:17].[Cl:1][c:2]1[cH:3][c:4]([N:9]=[C:10]=[O:11])[cH:5][cH:6][c:7]1[Cl:8]>>[Cl:1][c:2]1[cH:3][c:4]([NH:9][C:10](=[O:11])[NH:16][CH2:15][CH:14]=[C:13]([Cl:12])[Cl:17])[cH:5][cH:6][c:7]1[Cl:8]. Procedure: The title compound was prepared according to the procedure described in step 3 of Example 1 from 3-amino-6-chloro-1-ethoxycarbonyl-2-(3-methylcyclohexylcarbonyl)indole (step 2). m.p.: 140-142° C. (hexane/ethyl acetate) As a reaction SMILES: [NH2:1][C:2]1[C:10]2[C:5](=[CH:6][C:7]([Cl:11])=[CH:8][CH:9]=2)[N:4](C(OCC)=O)[C:3]=1[C:17]([CH:19]1[CH2:24][CH2:23][CH2:22][CH:21]([CH3:25])[CH2:20]1)=[O:18]>CCCCCC.C(OCC)(=O)C>[NH2:1][C:2]1[C:10]2[C:5](=[CH:6][C:7]([Cl:11])=[CH:8][CH:9]=2)[NH:4][C:3]=1[C:17]([CH:19]1[CH2:24][CH2:23][CH2:22][CH:21]([CH3:25])[CH2:20]1)=[O:18] |f:1.2|. Starting materials: NC1=C(N(C2=CC(=CC=C12)Cl)C(=O)OCC)C(=O)C1CC(CCC1)C (3-Amino-6-chloro-1-ethoxycarbonyl-2-(3-methylcyclohexylcarbonyl)indole). The product is NC1=C(NC2=CC(=CC=C12)Cl)C(=O)C1CC(CCC1)C (3-Amino-6-chloro-2-(3-methylcyclohexylcarbonyl)indole). Run in CCCCCC.C(C)(=O)OCC (hexane ethyl acetate).